Dataset: the Open Reaction Database (ORD), a public repository of structured organic reaction records. Task: describe an organic reaction: reactants, conditions, products, and yield Starting materials: C(C)(C)(C)OC(N[C@H]1C(CCC[C@@H]1N=[N+]=[N-])(F)F)=O (tert-butyl[(1R,6S)-6-azido-2,2-difluorocyclohexyl]carbamate). Run in CO (methanol). Conditions: time 2 day. The product is C(C)(C)(C)OC(N[C@H]1C(CCC[C@@H]1N)(F)F)=O (tert-Butyl[(1R,6S)-6-amino-2,2-difluorocyclohexyl]carbamate). As a reaction SMILES: [C:1]([O:5][C:6](=[O:19])[NH:7][C@@H:8]1[C@@H:13]([N:14]=[N+]=[N-])[CH2:12][CH2:11][CH2:10][C:9]1([F:18])[F:17])([CH3:4])([CH3:3])[CH3:2]>CO>[C:1]([O:5][C:6](=[O:19])[NH:7][C@@H:8]1[C@@H:13]([NH2:14])[CH2:12][CH2:11][CH2:10][C:9]1([F:18])[F:17])([CH3:4])([CH3:2])[CH3:3]. Procedure: A solution of tert-butyl[(1R,6S)-6-azido-2,2-difluorocyclohexyl]carbamate (18.84 g, 68.2 mmol) in methanol (400 mL) was degassed and purged (3× with N2) before the addition of Pd/C (1.45 g). The reaction was stirred for 2 d under 1 atm of hydrogen. Upon reaction completion, the reaction was filtered through a plug of celite and concentrated to dryness to afford the title compound as a white solid. 1H NMR (CDCl3, 500 MHz) 4.76-4.74 (d, 1H); 3.61-3.56 (m, 1H); 2.63-2.59 (dd, 1H); 2.2-2.0 (m, 2H); ...